Dataset: the Open Reaction Database (ORD), a public repository of structured organic reaction records. Task: describe an organic reaction: reactants, conditions, products, and yield The reactants are FC=1C=C2C(=C(C=NC2=CC1N1C=CC=C1)C(=O)OCC)O (ethyl 6-fluoro-7-(pyrrol-1-yl)-4-hydroxyquinoline-3-caboxylate), C([O-])([O-])=O.[K+].[K+] (potassium carbonate), C(CO)Br (ethylene bromohydrin). The solvent is CN(C=O)C (dimethylformamide). Run at temperature 60 celsius. Product: FC=1C=C2C(C(=CN(C2=CC1N1C=CC=C1)CCO)C(=O)OCC)=O (ethyl 6-fluoro-7-(pyrrol-1-yl)-1-(2-hydroxyethyl)-4-oxo-1,4-dihydroquinoline-3-carboxylate). The yield is 45.9%. RXN SMILES: [F:1][C:2]1[CH:3]=[C:4]2[C:9](=[CH:10][C:11]=1[N:12]1[CH:16]=[CH:15][CH:14]=[CH:13]1)[N:8]=[CH:7][C:6]([C:17]([O:19][CH2:20][CH3:21])=[O:18])=[C:5]2[OH:22].C(=O)([O-])[O-].[K+].[K+].[CH2:29](Br)[CH2:30][OH:31]>CN(C)C=O>[F:1][C:2]1[CH:3]=[C:4]2[C:9](=[CH:10][C:11]=1[N:12]1[CH:16]=[CH:15][CH:14]=[CH:13]1)[N:8]([CH2:29][CH2:30][OH:31])[CH:7]=[C:6]([C:17]([O:19][CH2:20][CH3:21])=[O:18])[C:5]2=[O:22] |f:1.2.3|. Reported procedure: A mixture of 2 g (0.0076 mol) of ethyl 6-fluoro-7-(pyrrol-1-yl)-4-hydroxyquinoline-3-caboxylate and 1.85 g (2×0.0076 mol) of potassium carbonate in 20 ml of dimethylformamide is heated for 30 minutes at 60° C. and left to cool, 3.35 g (4×0.0076 mol) of ethylene bromohydrin are added, the mixture is heated at 80°-90° C. for 10 hours, active carbon is added, the mixture is filtered hot, the filtrate is evaporated to dryness, water is added and the precipitate formed is filtered off and washed with... The reactants are Cc1ccc(CC2(O)CCN(CCN(C)C(=O)c3ccc(OCc4ccccc4)cc3)CC2)cc1, CC(=O)O. Product: Cc1ccc(CC2(O)CCN(CCN(C)C(=O)c3ccc(O)cc3)CC2)cc1. RXN SMILES: [CH2:1]([c:2]1[cH:3][cH:4][cH:5][cH:6][cH:7]1)[O:8][c:9]1[cH:10][cH:11][c:12]([C:13](=[O:14])[N:15]([CH3:16])[CH2:17][CH2:18][N:19]2[CH2:20][CH2:21][C:22]([CH2:25][c:26]3[cH:27][cH:28][c:29]([CH3:32])[cH:30][cH:31]3)([OH:33])[CH2:23][CH2:24]2)[cH:34][cH:35]1.[CH3:36][C:37](=[O:38])[OH:39]>>[OH:8][c:9]1[cH:10][cH:11][c:12]([C:13](=[O:14])[N:15]([CH3:16])[CH2:17][CH2:18][N:19]2[CH2:20][CH2:21][C:22]([CH2:25][c:26]3[cH:27][cH:28][c:29]([CH3:32])[cH:30][cH:31]3)([OH:33])[CH2:23][CH2:24]2)[cH:34][cH:35]1.